Task: describe an organic reaction: reactants, conditions, products, and yield. Dataset: the Open Reaction Database (ORD), a public repository of structured organic reaction records Reaction SMILES: [CH2:1]([S:8][CH2:9][C@@H:10]([C:12]([OH:14])=O)[NH2:11])[C:2]1[CH:7]=[CH:6][CH:5]=[CH:4][CH:3]=1.[OH-].[Na+].[C:17]1([N:23]=[C:24]=[S:25])[CH:22]=[CH:21][CH:20]=[CH:19][CH:18]=1>>[C:17]1([N:23]2[C:12](=[O:14])[CH:10]([CH2:9][S:8][CH2:1][C:2]3[CH:3]=[CH:4][CH:5]=[CH:6][CH:7]=3)[NH:11][C:24]2=[S:25])[CH:22]=[CH:21][CH:20]=[CH:19][CH:18]=1 |f:1.2|. Yields the product C1(=CC=CC=C1)N1C(NC(C1=O)CSCC1=CC=CC=C1)=S (3-phenyl-5-[[(phenylmethyl)thio]methyl]-2-thioxo-4-imidazolidinone). The reactants are C(C1=CC=CC=C1)SC[C@H](N)C(=O)O (S-benzylcysteine), [OH-].[Na+] (sodium hydroxide), C1(=CC=CC=C1)N=C=S (phenylisothiocyanate), compound. Reported procedure: When approximately equimolar amounts of S-benzylcysteine, sodium hydroxide, and phenylisothiocyanate was reacted according to the procedure described for the preparation of the compound of Example 2, the title compound herein was obtained. The reactants are COC(C)C(=O)Cl, CC1CC(=O)NN=C1c1ccc(N)cc1, C1CCOC1. Yields the product COC(C)C(=O)Nc1ccc(C2=NNC(=O)CC2C)cc1. As a reaction SMILES: [CH3:16][O:17][CH:18]([C:19](=[O:20])[Cl:21])[CH3:22].[NH2:1][c:2]1[cH:3][cH:4][c:5]([C:8]2=[N:13][NH:12][C:11](=[O:14])[CH2:10][CH:9]2[CH3:15])[cH:6][cH:7]1.[O:23]1[CH2:24][CH2:25][CH2:26][CH2:27]1>>[NH:1]([c:2]1[cH:3][cH:4][c:5]([C:8]2=[N:13][NH:12][C:11](=[O:14])[CH2:10][CH:9]2[CH3:15])[cH:6][cH:7]1)[C:19]([CH:18]([O:17][CH3:16])[CH3:22])=[O:20]. Reactants: C1(=CC=CC=C1)O (Phenol), C1=CC=C(C=C1)P(C2=CC=CC=C2)C3=CC=CC=C3 (PPh3), CCOC(=O)/N=N/C(=O)OCC (DEAD), COC1=CC=C(C=N1)CO ((6-methoxypyridin-3-yl)methanol). The solvent is C1CCOC1 (THF). Run at time 8 hour. The product is COC1=NC=C(C=C1)COC1=CC=CC=C1 (2-methoxy-5-(phenoxymethyl)pyridine). Isolated yield 49.7%. Reaction SMILES: [C:1]1([OH:7])[CH:6]=[CH:5][CH:4]=[CH:3][CH:2]=1.C1C=CC(P(C2C=CC=CC=2)C2C=CC=CC=2)=CC=1.CCOC(/N=N/C(OCC)=O)=O.[CH3:39][O:40][C:41]1[N:46]=[CH:45][C:44]([CH2:47]O)=[CH:43][CH:42]=1>C1COCC1>[CH3:39][O:40][C:41]1[CH:42]=[CH:43][C:44]([CH2:47][O:7][C:1]2[CH:6]=[CH:5][CH:4]=[CH:3][CH:2]=2)=[CH:45][N:46]=1. Procedure: According to Scheme 16 Method A: Phenol (1.5 eq, 2.80 mmol, 0.26 g), PPh3 (2 eq, 3.70 mmol, 1.20 g) and DEAD (2 eq, 3.70 mmol, 1.60 g) were added to a solution of (6-methoxypyridin-3-yl)methanol (1 eq, 1.87 mmol, 0.26 g) in THF (6 mL). The reaction mixture was stirred overnight at room temperature. After evaporation of the solvent, the reaction mixture was diluted with water. The organic layer washed with saturated NaHCO3 solution, dried over Na2SO4, filtered and evaporated. The resulting crude ... The reactants are C(C)(C)(C)OC(=O)N1C[C@H](N2C=3N=C4C(=CC3C[C@@H]2C1)CO[C@H]4C)C ((3S,5R,8aR)-3,5-dimethyl-3,5,6,8,8a,9-hexahydro-1H-2-oxa-4,4b,7-triaza-cyclopenta[b]fluorene-7-carboxylic acid tert-butyl ester), FC(C(=O)O)(F)F (trifluoroacetic acid). Product: N (ammonia), C[C@@H]1OCC2=CC=3C[C@@H]4CNC[C@H](N4C3N=C21)C ((3S,5R,8aR)-3,5-Dimethyl-1,3,5,6,7,8,8a,9-octahydro-2-oxa-4,4b,7-triaza-cyclopenta[b]fluorene), crystals. Reaction SMILES: C(OC([N:8]1[CH2:20][C@@H:19]2[N:11]([C:12]3[N:13]=[C:14]4[C@H:23]([CH3:24])[O:22][CH2:21][C:15]4=[CH:16][C:17]=3[CH2:18]2)[C@H:10]([CH3:25])[CH2:9]1)=O)(C)(C)C.FC(F)(F)C(O)=O>>[NH3:8].[CH3:24][C@H:23]1[C:14]2[C:15](=[CH:16][C:17]3[CH2:18][C@H:19]4[N:11]([C:12]=3[N:13]=2)[C@H:10]([CH3:25])[CH2:9][NH:8][CH2:20]4)[CH2:21][O:22]1. Procedure details: The product of step 1 was treated with trifluoroacetic acid at 0° C. for 30 minutes. The mixture was evaporated under aspirator vacuum and the residue was partitioned between water and ethyl acetate. The phases were separated and the aqueous phase was mixed with dichloromethane. The pH of this mixture was adjusted to 12.00 by addition of 28% aqueous sodium hydroxide. The phases were separated and the organic phase was washed with half concentrated brine dried over sodium sulfate and evaporated. ... The reactants are S(O)(O)(=O)=O (sulfuric acid), N(=O)[O-].[Na+] (NaNO2), [N-]=[N+]=[N-].[Na+] (Sodium azide), NC1=CC=C(C(=O)O)C=C1 (4-aminobenzoic acid). Run in O (water), O (water), O (water). Conditions: temperature 0 celsius, time 15 minute. Product: N(=[N+]=[N-])C1=CC=C(C(=O)O)C=C1 (4-azidobenzoic acid). Yield: 99.7%. RXN SMILES: [NH2:1][C:2]1[CH:10]=[CH:9][C:5]([C:6]([OH:8])=[O:7])=[CH:4][CH:3]=1.S(=O)(=O)(O)O.N([O-])=O.[Na+].[N-:20]=[N+:21]=[N-].[Na+]>O>[N:1]([C:2]1[CH:10]=[CH:9][C:5]([C:6]([OH:8])=[O:7])=[CH:4][CH:3]=1)=[N+:20]=[N-:21] |f:2.3,4.5|. Procedure details: 4-aminobenzoic acid (500 mg, 3.65 mmol) was dissolved in 2.5 mL of water and concentrated sulfuric acid (98%, 0.75 mL) and additional water (0.75 mL) were added. The suspension was cooled to 0° C. and a solution of NaNO2 (265 mg, 3.84 mmol) in 0.75 mL of water was added under constant stirring. Sodium azide (293 mg, 4.5 mmol) was added to the brown solution. After additional 15 min of stirring at 0° C. the precipitate was filtered and washed several times with water. The solid was dried to affor... Starting materials: ClCCl, C=C(C)CCCC(C)CO. Yields the product C=C(C)CCCC(C)C=O. Reaction SMILES: [CH2:11]([Cl:12])[Cl:13].[CH3:1][CH:2]([CH2:3][OH:4])[CH2:5][CH2:6][CH2:7][C:8](=[CH2:9])[CH3:10]>>[CH3:1][CH:2]([CH:3]=[O:4])[CH2:5][CH2:6][CH2:7][C:8](=[CH2:9])[CH3:10]. Starting materials: CCCCCC.C(C)(=O)OCC (hexane ethyl acetate), [N+](=O)([O-])C=1NC=CN1 (2-nitroimidazole), C(=O)([O-])[O-].[K+].[K+] (K2CO3), BrCC(=O)OCC (ethyl bromoacetate). The solvent is CC(=O)C (acetone). Conditions: time 48 hour. Yields the product [N+](=O)([O-])C=1N(C=CN1)CC(=O)OCC (ethyl 2-(2-nitro-1H-imidazol-1-yl)acetate). As a reaction SMILES: [N+:1]([C:4]1[NH:5][CH:6]=[CH:7][N:8]=1)([O-:3])=[O:2].C([O-])([O-])=O.[K+].[K+].Br[CH2:16][C:17]([O:19][CH2:20][CH3:21])=[O:18].CCCCCC.C(OCC)(=O)C>CC(C)=O>[N+:1]([C:4]1[N:5]([CH2:16][C:17]([O:19][CH2:20][CH3:21])=[O:18])[CH:6]=[CH:7][N:8]=1)([O-:3])=[O:2] |f:1.2.3,5.6|. Procedure: To a mixture of 2-nitroimidazole (8 g, 70 mmol) and dry K2CO3 (9.7 g, 70 mmol) in acetone (100 mL) was added ethyl bromoacetate (11.6 g, 70 mmol). The suspension was stirred under N2 atmosphere for 48 h. TLC (silica gel, 40% hexane-ethyl acetate) showed a single UV-visible spot with Rf =0.55. The suspension was filtered and solid was washed with acetone (3×50 mL). The filtrate and the washings were combined and evaporated on a rotary evaporator to afford a thick yellow oil. Reactants: Br (hydrogen bromide), C(C1=CC=CC=C1)OC1=CC=C(C=C1)C=1CCN(CC1)[C@H](C)C1=CC=CC=C1 ((R)-4-(4-Benzyloxy-phenyl)-1-(1-phenyl-ethyl)-1,2,3,6 tetrahydropyridine), [OH-].[Na+] (NaOH), BrBr (bromine), teflon, [OH-].[Na+] (NaOH), BrBr (bromine). Solvent: O1CCOCC1 (dioxane), O (water). Reaction conditions: temperature 2.5 celsius, time 1.5 hour. Product: C(C1=CC=CC=C1)OC1=CC=C(C=C1)[C@@]12CCN(C[C@H]2O1)[C@H](C)C1=CC=CC=C1 ((1R, 6R)-6-(4-benzyloxy-phenyl)-3-[(R)-1-phenyl-ethyl]-7-oxa-3-aza-bicyclo [4.1.0] heptane). Reaction SMILES: [CH2:1]([O:8][C:9]1[CH:14]=[CH:13][C:12]([C:15]2[CH2:16][CH2:17][N:18]([C@@H:21]([C:23]3[CH:28]=[CH:27][CH:26]=[CH:25][CH:24]=3)[CH3:22])[CH2:19][CH:20]=2)=[CH:11][CH:10]=1)[C:2]1[CH:7]=[CH:6][CH:5]=[CH:4][CH:3]=1.Br.[OH-:30].[Na+].BrBr>O1CCOCC1.O>[CH2:1]([O:8][C:9]1[CH:14]=[CH:13][C:12]([C@@:15]23[O:30][C@@H:16]2[CH2:17][N:18]([C@@H:21]([C:23]2[CH:28]=[CH:27][CH:26]=[CH:25][CH:24]=2)[CH3:22])[CH2:19][CH2:20]3)=[CH:11][CH:10]=1)[C:2]1[CH:3]=[CH:4][CH:5]=[CH:6][CH:7]=1 |f:2.3|. Procedure: 44.3 g of (R)-4-(4-Benzyloxy-phenyl)-1-(1-phenyl-ethyl)-1,2,3,6 tetrahydropyridine (120 mmol) was suspended in 440 mL of dioxane at room temperature. Under stirring 40.4 g of 48% aqueous hydrogen bromide (240 mmol) was added at 15-20° C. within 5 minutes, followed by 24 mL of water. At the same temperature, the pH of the mixture was adjusted to pH 2 using 65 mL of 2 N NaOH. The slightly turbid solution was cooled to 2-3° C, and 21.2 g of bromine (133 mmol) was continuously added over 1.5 hours f...